This data is from the Open Reaction Database (ORD), a public repository of structured organic reaction records. The task is: describe an organic reaction: reactants, conditions, products, and yield Reactants: FC1=CC=C(C=C1)C(O)(C1CCNCC1)C1=CC=C(C=C1)F (bis(4-fluorophenyl)(piperidin-4-yl)methanol), O=C1N(CCC1(C1=CC=CC=C1)C1=CC=CC=C1)CC(=O)O (2-(2-oxo-3,3-diphenylpyrrolidin-1-yl)acetic acid), Cl.C(C)N=C=NCCCN(C)C (N1-((ethylimino)methylene)-N3,N3-dimethylpropane-1,3-diamine hydrochloride). The reagents and catalysts are CN(C1=CC=NC=C1)C (N,N-dimethylpyridin-4-amine). Solvent: ClCCl (dichloromethane). Run at time 8 hour. Yields the product C1(=CC=CC=C1)C(=C1CCN(CC1)C(CN1C(C(CC1)(C1=CC=CC=C1)C1=CC=CC=C1)=O)=O)C1=CC=CC=C1 (1-{2-[4-(diphenylmethylene)piperidin-1-yl]-2-oxoethyl}-3,3-diphenylpyrrolidin-2-one). As a reaction SMILES: F[C:2]1[CH:7]=[CH:6][C:5]([C:8]([C:16]2[CH:21]=[CH:20][C:19](F)=[CH:18][CH:17]=2)([CH:10]2[CH2:15][CH2:14][NH:13][CH2:12][CH2:11]2)O)=[CH:4][CH:3]=1.[O:23]=[C:24]1[C:28]([C:35]2[CH:40]=[CH:39][CH:38]=[CH:37][CH:36]=2)([C:29]2[CH:34]=[CH:33][CH:32]=[CH:31][CH:30]=2)[CH2:27][CH2:26][N:25]1[CH2:41][C:42](O)=[O:43].Cl.C(N=C=NCCCN(C)C)C>ClCCl.CN(C)C1C=CN=CC=1>[C:5]1([C:8]([C:16]2[CH:21]=[CH:20][CH:19]=[CH:18][CH:17]=2)=[C:10]2[CH2:15][CH2:14][N:13]([C:42](=[O:43])[CH2:41][N:25]3[CH2:26][CH2:27][C:28]([C:29]4[CH:34]=[CH:33][CH:32]=[CH:31][CH:30]=4)([C:35]4[CH:40]=[CH:39][CH:38]=[CH:37][CH:36]=4)[C:24]3=[O:23])[CH2:12][CH2:11]2)[CH:6]=[CH:7][CH:2]=[CH:3][CH:4]=1 |f:2.3|. Procedure: To a solution of bis(4-fluorophenyl)(piperidin-4-yl)methanol (0.30 g, 1.00 mmol, Example 32A) in dichloromethane (20 mL) was added 2-(2-oxo-3,3-diphenylpyrrolidin-1-yl)acetic acid (Example 1C, 0.30 g, 1.00 mmol) under nitrogen. To the mixture was added N1-((ethylimino)methylene)-N3,N3-dimethylpropane-1,3-diamine hydrochloride (0.38 g, 2.00 mmol) and N,N-dimethylpyridin-4-amine (6.1 mg, 0.005 mmol), and the reaction mixture was stirred overnight at room temperature. The reaction was concentrated,... Starting materials: [BH4-], Cc1ccccc1, O=CC1CCN(C(=O)OCc2ccccc2)CC1, Nc1cnccn1, [Na+]. The product is O=C(OCc1ccccc1)N1CCC(CNc2cnccn2)CC1. RXN SMILES: [BH4-:26].[CH3:28][c:29]1[cH:30][cH:31][cH:32][cH:33][cH:34]1.[CH:1](=[O:2])[CH:3]1[CH2:4][CH2:5][N:6]([C:9](=[O:10])[O:11][CH2:12][c:13]2[cH:14][cH:15][cH:16][cH:17][cH:18]2)[CH2:7][CH2:8]1.[NH2:19][c:20]1[n:21][cH:22][cH:23][n:24][cH:25]1.[Na+:27]>>[CH2:1]([CH:3]1[CH2:4][CH2:5][N:6]([C:9](=[O:10])[O:11][CH2:12][c:13]2[cH:14][cH:15][cH:16][cH:17][cH:18]2)[CH2:7][CH2:8]1)[NH:19][c:20]1[n:21][cH:22][cH:23][n:24][cH:25]1. The reactants are CC1=NOC(=C1C1=C(C=C2C(=C(C=NC2=C1)N)NCC1CCOCC1)OC)C (7-(3,5-dimethylisoxazol-4-yl)-6-methoxy-N4-((tetrahydro-2H-pyran-4-yl)methyl)quinoline-3,4-diamine), Intermediate 17, N(=C=S)CCN1CCOCC1 (4-(2-isothiocyanatoethyl)morpholine). Product: CC1=NOC(=C1C=1C(=CC=2C3=C(C=NC2C1)N=C(N3CC3CCOCC3)NCCN3CCOCC3)OC)C (7-(3,5-dimethyl-4-isoxazolyl)-8-(methyloxy)-N-[2-(4-morpholinyl)ethyl]-1-(tetrahydro-2H-pyran-4-ylmethyl)-1H-imidazo[4,5-c]quinolin-2-amine). The yield is 60.0%. Reaction SMILES: [CH3:1][C:2]1[C:6]([C:7]2[CH:16]=[C:15]3[C:10]([C:11]([NH:18][CH2:19][CH:20]4[CH2:25][CH2:24][O:23][CH2:22][CH2:21]4)=[C:12]([NH2:17])[CH:13]=[N:14]3)=[CH:9][C:8]=2[O:26][CH3:27])=[C:5]([CH3:28])[O:4][N:3]=1.[N:29]([CH2:32][CH2:33][N:34]1[CH2:39][CH2:38][O:37][CH2:36][CH2:35]1)=[C:30]=S>>[CH3:1][C:2]1[C:6]([C:7]2[C:8]([O:26][CH3:27])=[CH:9][C:10]3[C:11]4[N:18]([CH2:19][CH:20]5[CH2:21][CH2:22][O:23][CH2:24][CH2:25]5)[C:30]([NH:29][CH2:32][CH2:33][N:34]5[CH2:39][CH2:38][O:37][CH2:36][CH2:35]5)=[N:17][C:12]=4[CH:13]=[N:14][C:15]=3[CH:16]=2)=[C:5]([CH3:28])[O:4][N:3]=1. Procedure details: From 7-(3,5-dimethylisoxazol-4-yl)-6-methoxy-N4-((tetrahydro-2H-pyran-4-yl)methyl)quinoline-3,4-diamine (for a preparation see Intermediate 17) (70 mg) and 4-(2-isothiocyanatoethyl)morpholine (50 mg) to give the title compound as beige solid (57 mg, 60%). LCMS (formate) Rt 0.51 min, MH+ 521 The reactants are [OH-].[Na+] (NaOH), O (water), C(#N)C1CCC(CC1)=CC(=O)OCC (ethyl 2-(4-cyanocyclohexylidene)acetate), [H-].[H-].[H-].[H-].[Li+].[Al+3] (LAH), O (water). Run in C1CCOC1 (THF). Run at time 2 hour. The product is OCC=C1CCC(CC1)C#N (4-(2-Hydroxyethylidene)cyclohexanecarbonitrile). As a reaction SMILES: [C:1]([CH:3]1[CH2:8][CH2:7][C:6](=[CH:9][C:10](OCC)=[O:11])[CH2:5][CH2:4]1)#[N:2].[H-].[H-].[H-].[H-].[Li+].[Al+3].O.[OH-].[Na+]>C1COCC1>[OH:11][CH2:10][CH:9]=[C:6]1[CH2:7][CH2:8][CH:3]([C:1]#[N:2])[CH2:4][CH2:5]1 |f:1.2.3.4.5.6,8.9|. Reported procedure: To the stirred solution of crude ethyl 2-(4-cyanocyclohexylidene)acetate in THF (12 mL) was added LAH (187 mg, 4.91 mmol) at 10° C. The reaction mixture was allowed to stir at the same temperature for 2 h, water (1.2 mL), aqueous 15% NaOH (1.2 mL), and water (4.0 mL) were each carefully added to the mixture. The resulting slurry was filtered through a pad of Celite and concentrated in vacuo. The crude product was purified by flash column chromatography to afford the desired product as a mixture ... Reactants: C(C=C)OC(=O)N1[C@](C[C@@H](C1)C(C)(C)C)(CN1C=CN2N=CC=C21)O[SiH](C)C ((2S,4R)-1-allyloxycarbonyl-4-tertbutyldimethylsilyloxy-2-(imidazo[1,2-b]pyrazol-1-yl)methylpyrrolidine), Cl (hydrochloric acid), C[O-].[Na+] (sodium methoxide). Solvent: CO (methanol), CO (methanol). Yields the product C(C=C)OC(=O)N1[C@@H](C[C@H](C1)O)CN1C=CN2N=CC=C21 ((2S,4R)-1-allyloxycarbonyl-4-hydroxy-2-(imidazo [1,2-b]pyrazol-1-yl)methylpyrrolidine). Reaction SMILES: [CH2:1]([O:4][C:5]([N:7]1[CH2:11][C@@H:10](C(C)(C)C)[CH2:9][C@:8]1(O[SiH](C)C)[CH2:16][N:17]1[C:24]2[N:20]([N:21]=[CH:22][CH:23]=2)[CH:19]=[CH:18]1)=[O:6])[CH:2]=[CH2:3].Cl.C[O-:31].[Na+]>CO>[CH2:1]([O:4][C:5]([N:7]1[CH2:11][C@H:10]([OH:31])[CH2:9][C@H:8]1[CH2:16][N:17]1[C:24]2[N:20]([N:21]=[CH:22][CH:23]=2)[CH:19]=[CH:18]1)=[O:6])[CH:2]=[CH2:3] |f:2.3|. Reported procedure: A solution of (2S,4R)-1-allyloxycarbonyl-4-tertbutyldimethylsilyloxy-2-(imidazo[1,2-b]pyrazol-1-yl)methylpyrrolidine (4.23 g) and conc. hydrochloric acid (2.61 ml) in methanol (40 ml) was stirred at ambient temperature for 5 hours. The reaction mixture was adjusted to pH 8-9 with 28% sodium methoxide in methanol solution and the mixture was concentrated in vacuo. The resulting residue was chromatographed on silica gel (100 g) eluting with a mixture of dichloromethane and acetone (2:1, V/V). The ... Starting materials: C1(CCCCCC1)C(=O)C1=CC=C(C=C1)O (4-Hydroxyphenyl cycloheptyl ketone), Cl.ClCC1=NC2=CC=CC=C2C=C1 (2-chloromethylquinoline hydrochloride), C([O-])([O-])=O.[K+].[K+] (potassium carbonate). Yields the product C1(CCCCCC1)C(=O)C1=CC=C(C=C1)OCC1=NC2=CC=CC=C2C=C1 (4-(Quinolin-2-yl-methoxy)phenyl cycloheptyl ketone). Reaction SMILES: [CH:1]1([C:8]([C:10]2[CH:15]=[CH:14][C:13]([OH:16])=[CH:12][CH:11]=2)=[O:9])[CH2:7][CH2:6][CH2:5][CH2:4][CH2:3][CH2:2]1.Cl.Cl[CH2:19][C:20]1[CH:29]=[CH:28][C:27]2[C:22](=[CH:23][CH:24]=[CH:25][CH:26]=2)[N:21]=1.C(=O)([O-])[O-].[K+].[K+]>>[CH:1]1([C:8]([C:10]2[CH:15]=[CH:14][C:13]([O:16][CH2:19][C:20]3[CH:29]=[CH:28][C:27]4[C:22](=[CH:23][CH:24]=[CH:25][CH:26]=4)[N:21]=3)=[CH:12][CH:11]=2)=[O:9])[CH2:2][CH2:3][CH2:4][CH2:5][CH2:6][CH2:7]1 |f:1.2,3.4.5|. Procedure: In analogy to the procedure of Example III, the title compound is prepared from 10 g (45.8 mmol) of the compound from Example XII, 10.3 g (48.1 mmol) of 2-chloromethylquinoline hydrochloride and 13.8 g (0.10 mol) of potassium carbonate. Starting materials: ClC1=C(C(=O)O)C=CC(=C1C1=NOC2C1CCO2)S(=O)(=O)CC (2-chloro-4-ethylsulfonyl-3-(3a,4,5,6a-tetrahydrofuro[3,2-d]-isoxazol-3yl)benzoic acid), C1(CC(CCC1)=O)=O (1,3-cyclohexandione), 1-(3-dimethylaminopropyl)-3-ethylcarbodiimi hydrochloride, N,N-dimethylaminopyridine. Solvent: ClCCl (dichloromethane). Conditions: time 16 hour. Product: ClC1=C(C(=O)OC2=CC(CCC2)=O)C=CC(=C1C1=NOC2C1CCO2)S(=O)(=O)CC (3-Oxocyclohex-1-enyl 2-chloro-4-ethylsulfonyl-3-(3a,4,5,6a-tetrahydrofuro[3,2-d]isoxazol-3-yl)-benzoate). Reaction SMILES: [Cl:1][C:2]1[C:10]([C:11]2[CH:15]3[CH2:16][CH2:17][O:18][CH:14]3[O:13][N:12]=2)=[C:9]([S:19]([CH2:22][CH3:23])(=[O:21])=[O:20])[CH:8]=[CH:7][C:3]=1[C:4]([OH:6])=[O:5].[C:24]1(=O)[CH2:29][CH2:28][CH2:27][C:26](=[O:30])[CH2:25]1>ClCCl>[Cl:1][C:2]1[C:10]([C:11]2[CH:15]3[CH2:16][CH2:17][O:18][CH:14]3[O:13][N:12]=2)=[C:9]([S:19]([CH2:22][CH3:23])(=[O:21])=[O:20])[CH:8]=[CH:7][C:3]=1[C:4]([O:6][C:24]1[CH2:29][CH2:28][CH2:27][C:26](=[O:30])[CH:25]=1)=[O:5]. Procedure: 0.9 g (2.5 mmol) of 2-chloro-4-ethylsulfonyl-3-(3a,4,5,6a-tetrahydrofuro[3,2-d]-isoxazol-3yl)benzoic acid together with 0.31 g (2.8 mmol) of 1,3-cyclohexandione in 50 ml of dichloromethane are treated with 0.53 g (2.8 mmol) of 1-(3-dimethylaminopropyl)-3-ethylcarbodiimi hydrochloride and 0.1 g of N,N-dimethylaminopyridine. After the mixture has been stirred for 16 hours at room temperature, it is washed with 1 N hydrochloric acid and sodium chloride solution and dried over magnesium sulfate. It ... Reactants: CC(C)(C)C(=O)Cl, CC(C)(C)c1ccc(COc2cccc(C(=O)Nc3ccccc3S(N)(=O)=O)c2)cc1, CN(C)c1ccncc1, C1CCOC1. Yields the product CC(C)(C)C(=O)NS(=O)(=O)c1ccccc1NC(=O)c1cccc(OCc2ccc(C(C)(C)C)cc2)c1. Reaction SMILES: [C:1]([C:2]([CH3:3])([CH3:4])[CH3:5])(=[O:6])[Cl:7].[C:8]([CH3:9])([CH3:10])([CH3:11])[c:12]1[cH:13][cH:14][c:15]([CH2:16][O:17][c:18]2[cH:19][c:20]([C:21](=[O:22])[NH:23][c:24]3[c:25]([S:30]([NH2:31])(=[O:32])=[O:33])[cH:26][cH:27][cH:28][cH:29]3)[cH:34][cH:35][cH:36]2)[cH:37][cH:38]1.[CH3:39][N:40]([CH3:41])[c:42]1[cH:43][cH:44][n:45][cH:46][cH:47]1.[O:48]1[CH2:49][CH2:50][CH2:51][CH2:52]1>>[C:1]([C:2]([CH3:3])([CH3:4])[CH3:5])(=[O:6])[NH:31][S:30]([c:25]1[c:24]([NH:23][C:21]([c:20]2[cH:19][c:18]([O:17][CH2:16][c:15]3[cH:14][cH:13][c:12]([C:8]([CH3:9])([CH3:10])[CH3:11])[cH:38][cH:37]3)[cH:36][cH:35][cH:34]2)=[O:22])[cH:29][cH:28][cH:27][cH:26]1)(=[O:32])=[O:33].